The task is: describe an organic reaction: reactants, conditions, products, and yield. This data is from the Open Reaction Database (ORD), a public repository of structured organic reaction records. The reactants are N(=O)[O-].[Na+] (sodium nitrite), [OH-].[Na+] (sodium hydroxide), NC1=CC=C2C(N(C(NC2=C1)=O)CCN1CCC(CC1)C(C1=CC=C(C=C1)F)=O)=O (7-amino-3-[2-[4-(4-fluorobenzoyl)-1-piperidinyl]ethyl]-2,4(1H,3H)-quinazolinedione), [N-]=[N+]=[N-].[Na+] (sodium azide). The solvent is O (water), C(C)(=O)O (acetic acid), O (water). Run at time 20 minute. Product: N(=[N+]=[N-])C1=CC=C2C(N(C(NC2=C1)=O)CCN1CCC(CC1)C(C1=CC=C(C=C1)F)=O)=O (7-azido-3-[2-[4-(4-fluorobenzoyl)-1-piperidinyl]ethyl]-2,4(1H,3H)quinazolinedione). The yield is 55.0%. RXN SMILES: [NH2:1][C:2]1[CH:11]=[C:10]2[C:5]([C:6](=[O:30])[N:7]([CH2:13][CH2:14][N:15]3[CH2:20][CH2:19][CH:18]([C:21](=[O:29])[C:22]4[CH:27]=[CH:26][C:25]([F:28])=[CH:24][CH:23]=4)[CH2:17][CH2:16]3)[C:8](=[O:12])[NH:9]2)=[CH:4][CH:3]=1.N([O-])=O.[Na+].[N-:35]=[N+:36]=[N-].[Na+].[OH-].[Na+]>O.C(O)(=O)C>[N:1]([C:2]1[CH:11]=[C:10]2[C:5]([C:6](=[O:30])[N:7]([CH2:13][CH2:14][N:15]3[CH2:16][CH2:17][CH:18]([C:21](=[O:29])[C:22]4[CH:23]=[CH:24][C:25]([F:28])=[CH:26][CH:27]=4)[CH2:19][CH2:20]3)[C:8](=[O:12])[NH:9]2)=[CH:4][CH:3]=1)=[N+:35]=[N-:36] |f:1.2,3.4,5.6|. Reported procedure: To a stirred and cooled (5° C.) solution of 0.205 parts of 7-amino-3-[2-[4-(4-fluorobenzoyl)-1-piperidinyl]ethyl]-2,4(1H,3H)-quinazolinedione in 50 parts of an acetic acid solution 1N was added a solution of 0.1725 parts of sodium nitrite in 2 parts of water. The whole was stirred for 20 minutes at 5° C. A solution of 0.1625 parts of sodium azide in 2 parts of water was added and stirring was continued for 20 minutes at 5° C. in vacuo. 5.5 Parts of a sodium hydroxide solution 10N were added wher... Reactants: N1C=CC=2C1=NC=CC2 (1H-pyrrolo[2,3-b]pyridine), ClC1=CC(=CC=C1)C(=O)OO (3-chloroperbenzoic acid), CO (methanol). Solvent: ClCCl (dichloromethane), ClCCl (dichloromethane). Conditions: temperature 0 celsius, time 2 hour. The product is N1C=CC=2C1=[N+](C=CC2)[O-] (1H-Pyrrolo[2,3-b]pyridine 7-oxide). RXN SMILES: ClC1C=CC=C(C(OO)=[O:9])C=1.[NH:12]1[C:16]2=[N:17][CH:18]=[CH:19][CH:20]=[C:15]2[CH:14]=[CH:13]1.CO>ClCCl>[NH:12]1[C:16]2=[N+:17]([O-:9])[CH:18]=[CH:19][CH:20]=[C:15]2[CH:14]=[CH:13]1. Procedure details: 539.7 g (2.35 mol) of 3-chloroperbenzoic acid are dissolved in 6.11 l of dichloromethane, and water that separates off is removed. The organic phase is dried over sodium sulfate and cooled to 0° C. A solution of 163 g (1.38 mol) of 1H-pyrrolo[2,3-b]pyridine in 1.00 l of dichloromethane is then added, and the temperature is allowed to increase to room temperature. After 2 hours, sufficient methanol to re-dissolve the precipitate formed is added. The mixture is filtered through silica gel (mobile ...